Dataset: the Open Reaction Database (ORD), a public repository of structured organic reaction records. Task: describe an organic reaction: reactants, conditions, products, and yield As a reaction SMILES: [C:1]([O:5][C:6]([N:8]1[CH2:13][CH2:12][CH:11]([S:14][CH2:15][C:16]2[CH:21]=[CH:20][C:19]([F:22])=[CH:18][CH:17]=2)[CH2:10][CH2:9]1)=[O:7])([CH3:4])([CH3:3])[CH3:2].ClC1C=C(C=CC=1)C(OO)=[O:28]>ClCCl>[C:1]([O:5][C:6]([N:8]1[CH2:9][CH2:10][CH:11]([S:14]([CH2:15][C:16]2[CH:21]=[CH:20][C:19]([F:22])=[CH:18][CH:17]=2)=[O:28])[CH2:12][CH2:13]1)=[O:7])([CH3:4])([CH3:2])[CH3:3]. Procedure details: Using a similar method to that described in Example 107, step 1, 1-(tert-butoxycarbonyl)-4-(4-fluorobenzylthio)piperidine (1.5065 g, 4.63 mmol) was reacted with 57-86% 3-chloroperoxybenzoic acid (1.0190 g) in dichloromethane (100ml) to give 1.5287 g (97%) of the title compound as a white solid. δH (250 MHz, CDCl3) 1.46 (9H, s), 1.64-1.82 (3H, m), 2.02 (1H, m), 2.63 (1H, m), 2.81 (2H, m), 3.88 (1H, d, J=13.2 Hz), 3.98 (1H, d, J=13.2 Hz), 4.21 (2H, m), 7.08 (2H, t, J=8.6 Hz), 7.29 (2H, m); m/e (ES... Run in ClCCl (dichloromethane). Product: C(C)(C)(C)OC(=O)N1CCC(CC1)S(=O)CC1=CC=C(C=C1)F (1-(tert-Butoxycarbonyl)-4-(4-fluorobenzylsulfinyl)piperidine). The yield is 96.7%. Reactants: C(C)(C)(C)OC(=O)N1CCC(CC1)SCC1=CC=C(C=C1)F (1-(tert-butoxycarbonyl)-4-(4-fluorobenzylthio)piperidine), ClC=1C=C(C(=O)OO)C=CC1 (3-chloroperoxybenzoic acid). The reactants are C1(CCC1)N1CCC(CC1)CC(=O)O ((1-cyclobutyl piperidin-4-yl) acetic acid), P(=O)(Cl)(Cl)Cl (phosphoryl chloride), NC1=C2CCCOC2=C(C=C1Cl)C(=O)NN (5-Amino-6-chloro-chroman-8-carboxylic acid hydrazide). Reaction conditions: time 15 minute. The product is ClC=1C(=C2CCCOC2=C(C1)C=1OC(=NN1)CC1CCN(CC1)C1CCC1)N (6-chloro-8-[5-(1-cyclobutyl piperidin-4-ylmethyl)-[1,3,4]oxadiazol-2-yl]chroman-5-yl amine). Isolated yield 31.0%. Reaction SMILES: [CH:1]1([N:5]2[CH2:10][CH2:9][CH:8]([CH2:11][C:12]([OH:14])=O)[CH2:7][CH2:6]2)[CH2:4][CH2:3][CH2:2]1.P(Cl)(Cl)(Cl)=O.[NH2:20][C:21]1[C:30]([Cl:31])=[CH:29][C:28]([C:32]([NH:34][NH2:35])=O)=[C:27]2[C:22]=1[CH2:23][CH2:24][CH2:25][O:26]2>>[Cl:31][C:30]1[C:21]([NH2:20])=[C:22]2[C:27](=[C:28]([C:32]3[O:14][C:12]([CH2:11][CH:8]4[CH2:7][CH2:6][N:5]([CH:1]5[CH2:2][CH2:3][CH2:4]5)[CH2:10][CH2:9]4)=[N:35][N:34]=3)[CH:29]=1)[O:26][CH2:25][CH2:24][CH2:23]2. Procedure: To the (1-cyclobutyl piperidin-4-yl) acetic acid (725 mg, 3.52 mmol, obtained in preparation 4) was added phosphoryl chloride (4 mL). The mixture was stirred for 15 minutes and 5-Amino-6-chloro-chroman-8-carboxylic acid hydrazide (500 mg, 2.0 mmol) was added. The reaction mixture was gradually heated to reflux for 30 minutes. The reaction mixture was cooled to room temperature, triturated with hexanes (2×20 mL) and the crude mass was basified with aqueous sodium bicarbonate solution. The basifie... The reactants are CO, [Na+], [OH-], O, COC(=O)COc1ccc2cc(-c3ccc(-c4ccccc4)n3Cc3ccc(C(F)(F)F)cc3)ccc2c1. The product is O=C(O)COc1ccc2cc(-c3ccc(-c4ccccc4)n3Cc3ccc(C(F)(F)F)cc3)ccc2c1. Reaction SMILES: [CH3:41][OH:42].[Na+:40].[OH-:39].[OH2:43].[c:1]1(-[c:7]2[cH:8][cH:9][c:10](-[c:23]3[cH:24][c:25]4[cH:26][cH:27][c:28]([O:33][CH2:34][C:35](=[O:36])[O:37][CH3:38])[cH:29][c:30]4[cH:31][cH:32]3)[n:11]2[CH2:12][c:13]2[cH:14][cH:15][c:16]([C:19]([F:20])([F:21])[F:22])[cH:17][cH:18]2)[cH:2][cH:3][cH:4][cH:5][cH:6]1>>[c:1]1(-[c:7]2[cH:8][cH:9][c:10](-[c:23]3[cH:24][c:25]4[cH:26][cH:27][c:28]([O:33][CH2:34][C:35](=[O:36])[OH:37])[cH:29][c:30]4[cH:31][cH:32]3)[n:11]2[CH2:12][c:13]2[cH:14][cH:15][c:16]([C:19]([F:20])([F:21])[F:22])[cH:17][cH:18]2)[cH:2][cH:3][cH:4][cH:5][cH:6]1. Reactants: Fc1cccc(Br)c1, C1CCOC1, COC(C)(C)C, CC(=O)O, CC(C)NC(C)C, CC(C)[N-]C(C)C, Cl, [Li+], [Li]CCCC, CN(C)C=O, O. Yields the product O=Cc1c(F)cccc1Br. As a reaction SMILES: [Br:1][c:2]1[cH:3][c:4]([F:8])[cH:5][cH:6][cH:7]1.[CH2:30]1[CH2:32][CH2:31][CH2:33][O:34]1.[CH3:36][O:37][C:38]([CH3:39])([CH3:40])[CH3:41].[CH3:42][C:43](=[O:44])[OH:45].[CH:22]([NH:23][CH:24]([CH3:25])[CH3:26])([CH3:27])[CH3:28].[CH:9]([N-:10][CH:11]([CH3:12])[CH3:13])([CH3:14])[CH3:15].[ClH:29].[Li+:16].[Li:17][CH2:18][CH2:19][CH2:20][CH3:21].[O:46]=[CH:47][N:48]([CH3:49])[CH3:50].[OH2:35]>>[Br:1][c:2]1[c:3]([CH:33]=[O:34])[c:4]([F:8])[cH:5][cH:6][cH:7]1. Yield: 56.8%. The solvent is CO (methanol). As a reaction SMILES: [NH2:1][CH2:2][CH:3]([C:5]1[CH:10]=[CH:9][CH:8]=[C:7]([Br:11])[CH:6]=1)[OH:4].O=[C:13]([CH3:27])[CH2:14][O:15][C:16]1[CH:21]=[CH:20][C:19]([CH2:22][C:23]([O:25][CH3:26])=[O:24])=[CH:18][CH:17]=1.C1C=CC=CC=1.C([BH3-])#N.[Na+]>CO>[CH3:26][O:25][C:23]([CH2:22][C:19]1[CH:18]=[CH:17][C:16]([O:15][CH2:14][CH:13]([NH:1][CH2:2][CH:3]([C:5]2[CH:10]=[CH:9][CH:8]=[C:7]([Br:11])[CH:6]=2)[OH:4])[CH3:27])=[CH:21][CH:20]=1)=[O:24] |f:3.4|. Starting materials: NCC(O)C1=CC(=CC=C1)Br (2-amino-1-(3-bromophenyl)ethanol), C(#N)[BH3-].[Na+] (sodium cyanoborohydride), O=C(COC1=CC=C(C=C1)CC(=O)OC)C (methyl 4-(2-oxopropoxy)phenylacetate), C1=CC=CC=C1 (benzene). Procedure details: Following a procedure similar to that described in Example 3, but using 3.0 g of 2-amino-1-(3-bromophenyl)ethanol (prepared as described in Preparation 41), 3.67 g of methyl 4-(2-oxopropoxy)phenylacetate (prepared as described in Preparation 3), 80 ml of benzene, 60 ml of absolute methanol and 3.1 g of sodium cyanoborohydride, and then purifying the reaction product by column chromatography through silica gel, using ethyl acetate as the eluent, 3.33 g of the title compound were obtained having a... Yields the product COC(=O)CC1=CC=C(OCC(C)NCC(O)C2=CC(=CC=C2)Br)C=C1 (2-[2-(4-Methoxycarbonylmethylphenoxy)-1-methylethyl]amino-1-(3-bromophenyl)ethanol).